Dataset: the Open Reaction Database (ORD), a public repository of structured organic reaction records. Task: describe an organic reaction: reactants, conditions, products, and yield Starting materials: COC(=O)C1=CC=C(C2=CC=CC=C12)CN1C(=NC(=C1C=O)I)CCCC (methyl-4-[(2-Butyl-5-formyl-4-iodo-1H-imidazol-1-yl)methyl]naphthalene-1-carboxylate), C(C)(=O)[O-].[K+] (potassium acetate), C(C)(=O)[O-].[K+] (potassium acetate). The reagents and catalysts are [Pd] (palladium on carbon), [Pd] (palladium on carbon). Run in C(C)(=O)OCC (ethyl acetate). Conditions: time 2 hour. The product is COC(=O)C1=CC=C(C2=CC=CC=C12)CN1C(=NC=C1C=O)CCCC (methyl-4-[(2-butyl-5-formyl-1H-imidazol-1-yl)-methyl]naphthalene-1-carboxylate). Yield: 87.7%. Reaction SMILES: [CH3:1][O:2][C:3]([C:5]1[C:14]2[C:9](=[CH:10][CH:11]=[CH:12][CH:13]=2)[C:8]([CH2:15][N:16]2[C:20]([CH:21]=[O:22])=[C:19](I)[N:18]=[C:17]2[CH2:24][CH2:25][CH2:26][CH3:27])=[CH:7][CH:6]=1)=[O:4].C([O-])(=O)C.[K+]>[Pd].C(OCC)(=O)C>[CH3:1][O:2][C:3]([C:5]1[C:14]2[C:9](=[CH:10][CH:11]=[CH:12][CH:13]=2)[C:8]([CH2:15][N:16]2[C:20]([CH:21]=[O:22])=[CH:19][N:18]=[C:17]2[CH2:24][CH2:25][CH2:26][CH3:27])=[CH:7][CH:6]=1)=[O:4] |f:1.2|. Procedure: A suspension of 40.0 g (83.9 mmol) of methyl-4-[(2-Butyl-5-formyl-4-iodo-1H-imidazol-1-yl)methyl]naphthalene-1-carboxylate, 9.07 g (92.4 mmol) of potassium acetate, and 6.0 g of 10% palladium on carbon in 1.2 liters of ethyl acetate was hydrogenated for 2 hours. The solids were removed by filtration and an additional 8.0 g of 10% palladium on carbon and 9.01 g (92.4 mmol) of potassium acetate was added. After hydrogenating the reation mixture an additional 2 hours, the solids were removed by fil... The reactants are Cl.C(C)(=O)OCC (hydrochloric acid ethyl acetate), compound, C(C)(C)OC1=CC=C(C=C1)NC(=O)[C@@H]1C[C@H]2CN([C@@H]1CC2)C(=O)OC(C)(C)C (tert-Butyl (1R*,4S*,6R*)-6-{[(4-isopropoxyphenyl)amino]carbonyl}-2-azabicyclo[2.2.2]octane-2-carboxylate). The solvent is C(Cl)(Cl)Cl (chloroform). Conditions: time 13 hour. Product: Cl.C(C)(C)OC1=CC=C(C=C1)NC(=O)[C@@H]1C[C@H]2CN[C@@H]1CC2 ((1R*,4S*,6R*)-N-(4-Isopropoxyphenyl)-2-azabicyclo[2.2.2]octane-6-carboxamide Hydrochloride). Yield: 100.0%. As a reaction SMILES: [ClH:1].C(OCC)(=O)C.[CH:8]([O:11][C:12]1[CH:17]=[CH:16][C:15]([NH:18][C:19]([C@H:21]2[C@H:26]3[CH2:27][CH2:28][C@H:23]([CH2:24][N:25]3C(OC(C)(C)C)=O)[CH2:22]2)=[O:20])=[CH:14][CH:13]=1)([CH3:10])[CH3:9]>C(Cl)(Cl)Cl>[ClH:1].[CH:8]([O:11][C:12]1[CH:17]=[CH:16][C:15]([NH:18][C:19]([C@H:21]2[C@H:26]3[CH2:27][CH2:28][C@H:23]([CH2:24][NH:25]3)[CH2:22]2)=[O:20])=[CH:14][CH:13]=1)([CH3:10])[CH3:9] |f:0.1,4.5|. Reported procedure: A 4 N-hydrochloric acid-ethyl acetate solution (8.1 mL) was added to a chloroform (10 mL) solution of the compound (1.26 g, 3.24 mmol) synthesized in (3), and the mixture was stirred at room temperature for 13 hours. The reaction mixture was then concentrated under reduced pressure to obtain the title compound (1.15 g, 100%). The reactants are 1D, BrC1=C2C(C(N(C2=CC=C1)CCCCC)=O)(C1=CC2=C(OCO2)C=C1O)O (4-bromo-3-hydroxy-3-(6-hydroxy-1,3-benzodioxol-5-yl)-1-pentyl-1,3-dihydro-2H-indol-2-one), FC=1C=C2C(C(N(C2=CC1)CC=1OC(=CC1)C(F)(F)F)=O)(C1=CC2=C(OCO2)C=C1O)O (5-fluoro-3-hydroxy-3-(6-hydroxy-1,3-benzodioxol-5-yl)-1-{[5-(trifluoromethyl)-2-furyl]methyl}-1,3-dihydro-2H-indol-2-one). Yields the product FC=1C=C2C(C(N(C2=CC1)CC=1OC(=CC1)C(F)(F)F)=O)C1=CC2=C(OCO2)C=C1O (5-fluoro-3-(6-hydroxy-1,3-benzodioxol-5-yl)-1-{[5-(trifluoromethyl)-2-furyl]methyl}-1,3-dihydro-2H-indol-2-one). Reaction SMILES: BrC1C=CC=C2C=1C(O)(C1C(O)=CC3OCOC=3C=1)C(=O)N2CCCCC.[F:28][C:29]1[CH:30]=[C:31]2[C:35](=[CH:36][CH:37]=1)[N:34]([CH2:38][C:39]1[O:40][C:41]([C:44]([F:47])([F:46])[F:45])=[CH:42][CH:43]=1)[C:33](=[O:48])[C:32]2(O)[C:49]1[C:57]([OH:58])=[CH:56][C:52]2[O:53][CH2:54][O:55][C:51]=2[CH:50]=1>>[F:28][C:29]1[CH:30]=[C:31]2[C:35](=[CH:36][CH:37]=1)[N:34]([CH2:38][C:39]1[O:40][C:41]([C:44]([F:47])([F:45])[F:46])=[CH:42][CH:43]=1)[C:33](=[O:48])[CH:32]2[C:49]1[C:57]([OH:58])=[CH:56][C:52]2[O:53][CH2:54][O:55][C:51]=2[CH:50]=1. Reported procedure: Following the procedure as described in PREPARATION 1D, and making non-critical variations to replace 4-bromo-3-hydroxy-3-(6-hydroxy-1,3-benzodioxol-5-yl)-1-pentyl-1,3-dihydro-2H-indol-2-one with 5-fluoro-3-hydroxy-3-(6-hydroxy-1,3-benzodioxol-5-yl)-1-{[5-(trifluoromethyl)-2-furyl]methyl}-1,3-dihydro-2H-indol-2-one, the title compound was obtained (72%) as a pale yellow solid: 1H NMR (300 MHz, DMSO-d6) δ 9.31 (s, 1H), 7.13 (dd, 1H), 7.02 (dd, 2H), 6.82 (d, 1H), 6.59 (d, 2H), 6.39 (s, 1H), 5.87 (...